Dataset: the Open Reaction Database (ORD), a public repository of structured organic reaction records. Task: describe an organic reaction: reactants, conditions, products, and yield The reactants are CS(=O)(=O)OC1=C2CNC(C2=C(C=C1OC)C=1N(C2=CC=CC=C2C1)C(=O)OC(C)(C)C)=O (4-methanesulfonyloxy-5-methoxy-7-(1-(tert-butoxycarbonyl)indol-2-yl)isoindolinone), Cl.CO (hydrogen chloride methanol). The solvent is CO (methanol). Yields the product Cl.CS(=O)(=O)OC1=C2CNC(C2=C(C=C1OC)C=1NC2=CC=CC=C2C1)=O (4-Methanesulfonyloxy-5-methoxy-7-(1H-indol-2-yl)isoindolinone hydrochloride). The yield is 72.0%. Reaction SMILES: [CH3:1][S:2]([O:5][C:6]1[C:14]([O:15][CH3:16])=[CH:13][C:12]([C:17]2[N:18](C(OC(C)(C)C)=O)[C:19]3[C:24]([CH:25]=2)=[CH:23][CH:22]=[CH:21][CH:20]=3)=[C:11]2[C:7]=1[CH2:8][NH:9][C:10]2=[O:33])(=[O:4])=[O:3].[ClH:34].CO>CO>[ClH:34].[CH3:1][S:2]([O:5][C:6]1[C:14]([O:15][CH3:16])=[CH:13][C:12]([C:17]2[NH:18][C:19]3[C:24]([CH:25]=2)=[CH:23][CH:22]=[CH:21][CH:20]=3)=[C:11]2[C:7]=1[CH2:8][NH:9][C:10]2=[O:33])(=[O:3])=[O:4] |f:1.2,4.5|. Reported procedure: In a similar manner to Step 2 of Example 8, 4-methanesulfonyloxy-5-methoxy-7-(1-(tert-butoxycarbonyl)indol-2-yl)isoindolinone (54.5 mg, 0.115 mmol) was dissolved in methanol (1.5 mL), and the solution was treated with 10% hydrogen chloride-methanol solution (1.5 mL). The precipitated solid was collected by filtration and washed with methanol, followed by drying under reduced pressure to obtain Compound 381 (31.0 mg, yield 72%). Reactants: CC(=O)OC=O, ClCCl, NC1(NC(=O)COc2ccccc2)CNC1=O, c1ccncc1. The product is O=CNC1(NC(=O)COc2ccccc2)CNC1=O. RXN SMILES: [C:24]([O:25][CH:27]=[O:28])(=[O:26])[CH3:29].[Cl:30][CH2:31][Cl:32].[NH2:1][C:2]1([NH:7][C:8]([CH2:9][O:10][c:11]2[cH:12][cH:13][cH:14][cH:15][cH:16]2)=[O:17])[C:3](=[O:6])[NH:4][CH2:5]1.[cH:18]1[cH:19][cH:20][n:21][cH:22][cH:23]1>>[NH:1]([C:2]1([NH:7][C:8]([CH2:9][O:10][c:11]2[cH:12][cH:13][cH:14][cH:15][cH:16]2)=[O:17])[C:3](=[O:6])[NH:4][CH2:5]1)[CH:24]=[O:26]. Reactants: FC(C(=O)O)(F)F.CS(=O)(=O)C1=CC=C(OC2=C3C(=NC=N2)N(N=C3)C3CCNCC3)C=C1 (4-(4-methanesulfonyl-phenoxy)-1-piperidin-4-yl-1H-pyrazolo[3,4-d]pyrimidine trifluoroacetate salt), FC(C(=O)O)(F)F.CS(=O)(=O)C1=CC=C(OC2=C3C(=NC=N2)N(N=C3)C3CCNCC3)C=C1 (4-(4-methanesulfonyl-phenoxy)-1-piperidin-4-yl-1H-pyrazolo[3,4-d]pyrimidine trifluoroacetate salt), ClC(=O)OCC(C)C (isobutyl chloroformate). The product is C(C(C)C)OC(=O)N1CCC(CC1)N1N=CC=2C1=NC=NC2OC2=CC=C(C=C2)S(=O)(=O)C (4-[4-(4-Methanesulfonyl-phenoxy)-pyrazolo[3,4-d]pyrimidin-1-yl]-piperidine-1-carboxylic acid isobutyl ester). Reaction SMILES: FC(F)(F)C(O)=O.[CH3:8][S:9]([C:12]1[CH:33]=[CH:32][C:15]([O:16][C:17]2[N:22]=[CH:21][N:20]=[C:19]3[N:23]([CH:26]4[CH2:31][CH2:30][NH:29][CH2:28][CH2:27]4)[N:24]=[CH:25][C:18]=23)=[CH:14][CH:13]=1)(=[O:11])=[O:10].Cl[C:35]([O:37][CH2:38][CH:39]([CH3:41])[CH3:40])=[O:36]>>[CH2:38]([O:37][C:35]([N:29]1[CH2:28][CH2:27][CH:26]([N:23]2[C:19]3=[N:20][CH:21]=[N:22][C:17]([O:16][C:15]4[CH:14]=[CH:13][C:12]([S:9]([CH3:8])(=[O:11])=[O:10])=[CH:33][CH:32]=4)=[C:18]3[CH:25]=[N:24]2)[CH2:31][CH2:30]1)=[O:36])[CH:39]([CH3:41])[CH3:40] |f:0.1|. Reported procedure: 4-[4-(4-Methanesulfonyl-phenoxy)-pyrazolo[3,4-d]pyrimidin-1-yl]-piperidine-1-carboxylic acid isobutyl ester was prepared according to General Procedure E by the reaction of 4-(4-methanesulfonyl-phenoxy)-1-piperidin-4-yl-1H-pyrazolo[3,4-d]pyrimidine trifluoroacetate salt (Intermediate 27) with isobutyl chloroformate (available from Aldrich Chemical Company, Inc., Milwaukee, Wis., USA). 1H NMR (400 MHz, DMSO-d6) δ 0.91 (d, 6H, J=6.7 Hz), 1.86-2.09 (m, 6H), 3.04-3.16 (m, 2H), 3.30 (methyl sulfonyl ...